From a dataset of the Open Reaction Database (ORD), a public repository of structured organic reaction records. describe an organic reaction: reactants, conditions, products, and yield Reactants: N1=C(C=CC2=CC=CC=C12)/C=C/C=1C=C(C=O)C=CC1 (3-[2(E)-(quinolin-2-yl)ethenyl] benzaldehyde), C1(=CC=CC=C1)[Mg]Br (phenyl magnesium bromide), [Cl-].[NH4+] (ammonium chloride). The solvent is O1CCCC1 (tetrahydrofuran). Reaction conditions: time 1 hour. Yields the product C1(=CC=CC=C1)C(C1=CC(=CC=C1)\C=C\C1=NC2=CC=CC=C2C=C1)O (α-Phenyl-3-[2-(E)-(quinolin-2-yl)ethenyl]benzylalcohol). Reaction SMILES: [N:1]1[C:10]2[C:5](=[CH:6][CH:7]=[CH:8][CH:9]=2)[CH:4]=[CH:3][C:2]=1/[CH:11]=[CH:12]/[C:13]1[CH:14]=[C:15]([CH:18]=[CH:19][CH:20]=1)[CH:16]=[O:17].[C:21]1([Mg]Br)[CH:26]=[CH:25][CH:24]=[CH:23][CH:22]=1.[Cl-].[NH4+]>O1CCCC1>[C:21]1([CH:16]([OH:17])[C:15]2[CH:18]=[CH:19][CH:20]=[C:13](/[CH:12]=[CH:11]/[C:2]3[CH:3]=[CH:4][C:5]4[C:10](=[CH:9][CH:8]=[CH:7][CH:6]=4)[N:1]=3)[CH:14]=2)[CH:26]=[CH:25][CH:24]=[CH:23][CH:22]=1 |f:2.3|. Procedure details: A solution of 3-[2(E)-(quinolin-2-yl)ethenyl] benzaldehyde (5.9 g, 22.8 mmol) in tetrahydrofuran (20 ml) was added to a stirred solution of phenyl magnesium bromide [prepared from bromobenzene (4.3 g, 27.4 mmol) and magnesium turnings(0.66 g, 27.4 mg atom) in tetrahydrofuran (50 ml) at ca 40° C.] at 10°-15° C. The dark solution was stirred for 1 hour at room temperature, poured onto saturated ammonium chloride solution and extracted with dichloromethane. The extract was dried and evaporated and ... Reactants: N1([C@H](C(=O)O)CCC1)C(=O)OC(C)(C)C (BocProOH), N[C@@H](CCC1=CC=CC=C1)C(=O)N[C@H](CC1=CC=CC=C1)C(=O)OC (HPhe-DPheOMe), anhydride, ClC(=O)OCC(C)C (isobutyl chloroformate). Yields the product N1([C@H](C(=O)N[C@@H](CC2=CC=CC=C2)C(=O)N[C@H](CC2=CC=CC=C2)C(=O)OC)CCC1)C(=O)OC(C)(C)C (BocPro-Phe-DPheOMe). The yield is 70.0%. As a reaction SMILES: [N:1]1([C:9]([O:11][C:12]([CH3:15])([CH3:14])[CH3:13])=[O:10])[CH2:8][CH2:7][CH2:6][C@H:2]1[C:3]([OH:5])=O.[NH2:16][C@H:17]([C:26]([NH:28][C@@H:29]([C:37]([O:39][CH3:40])=[O:38])[CH2:30][C:31]1[CH:36]=[CH:35][CH:34]=[CH:33][CH:32]=1)=[O:27])[CH2:18][CH2:19][C:20]1[CH:25]=[CH:24][CH:23]=[CH:22]C=1.ClC(OCC(C)C)=O>>[N:1]1([C:9]([O:11][C:12]([CH3:15])([CH3:14])[CH3:13])=[O:10])[CH2:8][CH2:7][CH2:6][C@H:2]1[C:3]([NH:16][C@H:17]([C:26]([NH:28][C@@H:29]([C:37]([O:39][CH3:40])=[O:38])[CH2:30][C:31]1[CH:32]=[CH:33][CH:34]=[CH:35][CH:36]=1)=[O:27])[CH2:18][C:19]1[CH:20]=[CH:25][CH:24]=[CH:23][CH:22]=1)=[O:5]. Reported procedure: Condensation of ZPheOH (7.5 g.) and HDPheOMe (5.4 g.) by the mixed anhydride method using isobutyl chloroformate gave ZPhe-DPheOMe in 66% yield. Debenzyloxycarbonylation of ZPhe-DPheOMe (6.9 g.) by hydrogenation with palladium catalyst gave HPhe-DPheOMe in 100% yield. Condensation of BocProOH (3.23 g.) and HPhe-DPheOMe (4.9 g.) by the mixed anhydride method using isobutyl chloroformate gave BocPro-Phe-DPheOMe in 70% yield. Hydrazinolysis of BocPro-Phe-DPheOMe (5.0 g.) gave BocPro-Phe-DPheNHNH2 i... Starting materials: BrB(Br)Br, COC(=O)c1cc(F)c(Br)cc1OC, ClCCl. Yields the product COC(=O)c1cc(F)c(Br)cc1O. Reaction SMILES: [B:1]([Br:2])([Br:3])[Br:4].[Br:5][c:6]1[cH:7][c:8]([O:17][CH3:18])[c:9]([C:10](=[O:11])[O:12][CH3:13])[cH:14][c:15]1[F:16].[Cl:19][CH2:20][Cl:21]>>[Br:5][c:6]1[cH:7][c:8]([OH:17])[c:9]([C:10](=[O:11])[O:12][CH3:13])[cH:14][c:15]1[F:16]. The reactants are C(CCC)NC (n-butylmethylamine), COC(C)(N(C)C)OC (N,N-dimethylacetamide dimethyl acetal). Run at temperature 130 celsius. The product is COC(C)(N(C)CCCC)OC (N-butyl-N-methylacetamide dimethyl acetal). RXN SMILES: [CH2:1](NC)[CH2:2][CH2:3]C.[CH3:7][O:8][C:9]([O:14][CH3:15])([N:11]([CH3:13])[CH3:12])[CH3:10]>>[CH3:7][O:8][C:9]([O:14][CH3:15])([N:11]([CH2:13][CH2:1][CH2:2][CH3:3])[CH3:12])[CH3:10]. Reported procedure: 6.1 g (0.07 mol) of n-butylmethylamine are stirred with 9.3 g (0.07 mol) of N,N-dimethylacetamide dimethyl acetal for 24 hours under reflux at a bath temperature of 130° C. Subsequent vacuum distillation gives N-butyl-N-methylacetamide dimethyl acetal, bp 72°-75° C./31 mbar.